Dataset: the Open Reaction Database (ORD), a public repository of structured organic reaction records. Task: describe an organic reaction: reactants, conditions, products, and yield Starting materials: CO, [Na+], [OH-], O, COC(=O)Cc1ccc2occc2c1. Yields the product O=C(O)Cc1ccc2occc2c1. Reaction SMILES: [CH3:17][OH:18].[Na+:16].[OH-:15].[OH2:19].[o:1]1[cH:2][cH:3][c:4]2[c:5]1[cH:6][cH:7][c:8]([CH2:10][C:11](=[O:12])[O:13][CH3:14])[cH:9]2>>[o:1]1[cH:2][cH:3][c:4]2[c:5]1[cH:6][cH:7][c:8]([CH2:10][C:11](=[O:12])[OH:13])[cH:9]2. As a reaction SMILES: C(OC([N:8]1[CH2:13][CH2:12][CH:11]([C:14]2[N:18]=[C:17]([C:19]3[CH:24]=[CH:23][CH:22]=[C:21]([C:25]([F:28])([F:27])[F:26])[N:20]=3)[NH:16][N:15]=2)[CH2:10][CH2:9]1)=O)(C)(C)C.[ClH:29]>O1CCOCC1.CCOCC>[ClH:29].[NH:8]1[CH2:9][CH2:10][CH:11]([C:14]2[N:18]=[C:17]([C:19]3[CH:24]=[CH:23][CH:22]=[C:21]([C:25]([F:27])([F:28])[F:26])[N:20]=3)[NH:16][N:15]=2)[CH2:12][CH2:13]1 |f:4.5|. Reactants: C(C)(C)(C)OC(=O)N1CCC(CC1)C1=NNC(=N1)C1=NC(=CC=C1)C(F)(F)F (4-[5-(6-trifluoromethyl-pyridine-2-yl)-1H-[1,2,4]triazol-3-yl]-piperidine-1-carboxylic acid tert-butyl ester), Cl (HCl). Solvent: O1CCOCC1 (dioxane), CCOCC (Et2O). Reported procedure: A mixture of 4-[5-(6-trifluoromethyl-pyridine-2-yl)-1H-[1,2,4]triazol-3-yl]-piperidine-1-carboxylic acid tert-butyl ester (3.26 g) and 4M HCl in dioxane (47 mL) was stirred at rt until the reaction was complete. The reaction was diluted with Et2O and stirred for 30 minutes. The solid was filtered, taken up in ACN and stirred for 15 minutes. The solid was filtered, dissolved in warm MeOH, cooled to 0° C. and triturated with Et2O. The resulting solid was filtered and dried to give the title compou... The product is Cl.N1CCC(CC1)C=1N=C(NN1)C1=NC(=CC=C1)C(F)(F)F (2-(5-piperidin-4-yl-2H-[1,2,4]triazol-3-yl)-6-trifluoromethyl-pyridine hydrochloride salt).